This data is from the Open Reaction Database (ORD), a public repository of structured organic reaction records. The task is: describe an organic reaction: reactants, conditions, products, and yield The reactants are C[Mg]Br (Methylmagnesium bromide), FC(C=1C=C2C=CN(C2=C(C1)C=O)COCC[Si](C)(C)C)(F)F (5-(trifluoromethyl)-1-((2-(trimethylsilyl)ethoxy)methyl)-1H-indole-7-carbaldehyde), C[Mg]Br (methylmagnesium bromide). The solvent is O1CCCC1 (tetrahydrofuran). Conditions: temperature 0 celsius, time 30 minute. Product: FC(C=1C=C2C=CN(C2=C(C1)C(C)O)COCC[Si](C)(C)C)(F)F ((±)-1-(5-(Trifluoromethyl)-1-((2-(trimethylsilyl)ethoxy)methyl)-1H-indol-7-yl)ethanol). As a reaction SMILES: [CH3:1][Mg]Br.[F:4][C:5]([F:26])([F:25])[C:6]1[CH:7]=[C:8]2[C:12](=[C:13]([CH:15]=[O:16])[CH:14]=1)[N:11]([CH2:17][O:18][CH2:19][CH2:20][Si:21]([CH3:24])([CH3:23])[CH3:22])[CH:10]=[CH:9]2>O1CCCC1>[F:26][C:5]([F:4])([F:25])[C:6]1[CH:7]=[C:8]2[C:12](=[C:13]([CH:15]([OH:16])[CH3:1])[CH:14]=1)[N:11]([CH2:17][O:18][CH2:19][CH2:20][Si:21]([CH3:22])([CH3:23])[CH3:24])[CH:10]=[CH:9]2. Reported procedure: Methylmagnesium bromide (0.582 ml, 1.747 mmol) was added dropwise to a 0° C. solution of 5-(trifluoromethyl)-1-((2-(trimethylsilyl)ethoxy)methyl)-1H-indole-7-carbaldehyde (500 mg, 1.456 mmol) in tetrahydrofuran (10 ml). The reaction was stirred 30 min at 0° C. An additional portion of methylmagnesium bromide (0.58 ml, 1.75 mmol) was added. The reaction was stirred another 30 min, quenched by addition of water (10 mL), and extracted with ethyl acetate (3×10 ml). The combined organic layers were d... The reactants are S1C(=S)NC(=O)C1 (rhodanine), COC=1C=C(C=CC(C)=O)C=CC1OC (3,4-dimethoxybenzalacetone), C(C)(=O)[O-].[NH4+] (ammonium acetate). Run in C1(=CC=CC=C1)C (toluene). Product: CC(C=C1C(NC(S1)=S)=O)=CC1=CC(=C(C=C1)OC)OC (5-(α-methyl-3,4-dimethoxycinnamylidene)-4-oxo-2-thioxothiazolidine). Reaction SMILES: [S:1]1[CH2:7][C:5](=[O:6])[NH:4][C:2]1=[S:3].[CH3:8][O:9][C:10]1[CH:11]=[C:12]([CH:18]=[CH:19][C:20]=1[O:21][CH3:22])[CH:13]=[CH:14][C:15](=O)C.[C:23]([O-])(=O)C.[NH4+]>C1(C)C=CC=CC=1>[CH3:23][C:14](=[CH:13][C:12]1[CH:18]=[CH:19][C:20]([O:21][CH3:22])=[C:10]([O:9][CH3:8])[CH:11]=1)[CH:15]=[C:7]1[S:1][C:2](=[S:3])[NH:4][C:5]1=[O:6] |f:2.3|. Procedure details: A mixture of 1.73 g (0.013 mol) of rhodanine, 2.06 g (0.01 mol) of 3,4-dimethoxybenzalacetone, 0.31 g (0.004 mol) of ammonium acetate and 5 ml of toluene was heated under reflux for 2 hours. After cooling, precipitates were recovered by filtration and washed with methanol. The residue was purified by silica gel column chromatography (eluent, chloroform) to obtain 0.5 g of the isomer A of the desired 5-(α-methyl-3,4-dimethoxycinnamylidene)-4-oxo-2-thioxothiazolidine from the first eluate and 0.2 ... The reactants are ClC(C(Cl)Cl)Cl (1,1,2,2-tetrachloroethane), ClC(C=O)(CC)Cl (2,2-dichlorobutyraldehyde), C(CCC)O (n-Butanol), ClCl (Cl2). Reagents/catalysts: CN(C)C=O.Cl (DMF HCl). Solvent: C(C(C)C)O (isobutanol). The product is C1(=CC=CC=C1)CCCO (3-phenylpropanol). As a reaction SMILES: [CH2:1]([OH:5])[CH2:2][CH2:3][CH3:4].ClCl.Cl[CH:9](Cl)[CH:10](Cl)Cl.Cl[C:15](Cl)([CH2:18]C)[CH:16]=O>CN(C=O)C.Cl.C(O)C(C)C>[C:4]1([CH2:3][CH2:2][CH2:1][OH:5])[CH:10]=[CH:9][CH:18]=[CH:15][CH:16]=1 |f:4.5|. Procedure: n-Butanol and Cl2 were added concurrently to a 100 ml, four necked, round bottomed flask containing ~10 g of DMF/HCl catalyst and 25 ml of 1,1,2,2-tetrachloroethane. The temperature was maintained between 50° and 55° C. by controlling the rates of the addition. Upon completion of the addition, the reaction mixture was shown to contain mainly the product 2,2-dichlorobutyraldehyde by GC and NMR analysis. Similar results were obtained with isobutanol and 3-phenylpropanol. Analysis was in agreement ... The reactants are E9, FC1=C(C=C(C=C1)F)CO ((2,5-difluorophenyl)methanol), ClC=1C=C2N(C(N1)=O)CC(N2C)(C)C (7-chloro-1,2,2-trimethyl-2,3-dihydroimidazo[1,2-c]pyrimidin-5(1H)-one). Product: FC1=C(COC=2C=C3N(C(N2)=O)CC(N3C)(C)C)C=C(C=C1)F (7-((2,5-difluorobenzyl)oxy)-1,2,2-trimethyl-2,3-dihydroimidazo[1,2-c]pyrimidin-5(1H)-one). Reaction SMILES: [F:1][C:2]1[CH:7]=[CH:6][C:5]([F:8])=[CH:4][C:3]=1[CH2:9][OH:10].Cl[C:12]1[CH:13]=[C:14]2[N:21]([CH3:22])[C:20]([CH3:24])([CH3:23])[CH2:19][N:15]2[C:16](=[O:18])[N:17]=1>>[F:1][C:2]1[CH:7]=[CH:6][C:5]([F:8])=[CH:4][C:3]=1[CH2:9][O:10][C:12]1[CH:13]=[C:14]2[N:21]([CH3:22])[C:20]([CH3:24])([CH3:23])[CH2:19][N:15]2[C:16](=[O:18])[N:17]=1. Reported procedure: The title compound was prepared by a procedure similar to that described for E9 starting from (2,5-difluorophenyl)methanol and 7-chloro-1,2,2-trimethyl-2,3-dihydroimidazo[1,2-c]pyrimidin-5(1H)-one. The solvent is C(C)O (ethanol). The product is N1=CC(=CC2=CC=CC=C12)C1SCC(N1)C(=O)O (2-(3-quinolyl)thiazolidine-4-carboxylic acid). Reported procedure: Quinoline-3-carbaldehyde (1.57 g) and 1.21 g of L-cysteine were dissolved in 50 ml of 50% ethanol, and the solution was stirred at room temperature for 1 hour. The resultant crystalline precipitate was collected by suction filtrating, washed with 50% ethanol and dried to give 1.95 g of 2-(3-quinolyl)thiazolidine-4-carboxylic acid. Melting point 173°-175° C. (decomposition). Reaction conditions: time 1 hour. As a reaction SMILES: [N:1]1[C:10]2[C:5](=[CH:6][CH:7]=[CH:8][CH:9]=2)[CH:4]=[C:3]([CH:11]=O)[CH:2]=1.[NH2:13][C@H:14]([C:17]([OH:19])=[O:18])[CH2:15][SH:16]>C(O)C>[N:1]1[C:10]2[C:5](=[CH:6][CH:7]=[CH:8][CH:9]=2)[CH:4]=[C:3]([CH:11]2[NH:13][CH:14]([C:17]([OH:19])=[O:18])[CH2:15][S:16]2)[CH:2]=1. The reactants are N1=CC(=CC2=CC=CC=C12)C=O (Quinoline-3-carbaldehyde), N[C@@H](CS)C(=O)O (L-cysteine). Isolated yield 75.0%. The reactants are ClC1=CC=C(C=C1)C(NC(=S)NCC(OC)OC)C=1C=C2C(=CC(NC2=CC1)=O)C1=CC=CC=C1 ((±)-N-[(4-chlorophenyl)(1,2-dihydro-2-oxo-4-phenyl-6-quinolinyl)-methyl]-N'-(2,2-dimethoxyethyl)thiourea), IC (iodomethane), C([O-])([O-])=O.[K+].[K+] (potassium carbonate). The solvent is CC(C)=O (2-propanone). Product: ClC1=CC=C(C=C1)C(NC(=NCC(OC)OC)SC)C=1C=C2C(=CC(NC2=CC1)=O)C1=CC=CC=C1 ((±)-methyl N-[(4-chlorophenyl)(1,2-dihydro-2-oxo-4-phenyl-6-quinolinyl)-methyl]-N'-(2,2-dimethoxy-ethyl)carbamimidothioate). The yield is 113.2%. RXN SMILES: [Cl:1][C:2]1[CH:7]=[CH:6][C:5]([CH:8]([C:19]2[CH:20]=[C:21]3[C:26](=[CH:27][CH:28]=2)[NH:25][C:24](=[O:29])[CH:23]=[C:22]3[C:30]2[CH:35]=[CH:34][CH:33]=[CH:32][CH:31]=2)[NH:9][C:10]([NH:12][CH2:13][CH:14]([O:17][CH3:18])[O:15][CH3:16])=[S:11])=[CH:4][CH:3]=1.IC.[C:38](=O)([O-])[O-].[K+].[K+]>CC(=O)C>[Cl:1][C:2]1[CH:3]=[CH:4][C:5]([CH:8]([C:19]2[CH:20]=[C:21]3[C:26](=[CH:27][CH:28]=2)[NH:25][C:24](=[O:29])[CH:23]=[C:22]3[C:30]2[CH:35]=[CH:34][CH:33]=[CH:32][CH:31]=2)[NH:9][C:10]([S:11][CH3:38])=[N:12][CH2:13][CH:14]([O:15][CH3:16])[O:17][CH3:18])=[CH:6][CH:7]=1 |f:2.3.4|. Reported procedure: A mixture of intermediate (6-a) (15.3 g), iodomethane (2.27 ml) and potassium carbonate (5 g) in 2-propanone (50 ml) was stirred at room temperature for one night. The mixture was evaporated, the residue was taken up in DCM and washed with K2CO3 10%. The organic layer was dried (MgSO4), filtered off and evaporated, yielding 17.8 g (100%) of (±)-methyl N-[(4-chlorophenyl)(1,2-dihydro-2-oxo-4-phenyl-6-quinolinyl)-methyl]-N'-(2,2-dimethoxy-ethyl)carbamimidothioate (interm. 6-b), which was used with... The reactants are O=C([O-])[O-], [Cu], COc1cccc(I)c1, [K+], [K+], O=[N+]([O-])c1ccccc1, c1ccc(Nc2ccc3ccccc3c2)cc1. The product is COc1cccc(N(c2ccccc2)c2ccc3ccccc3c2)c1. Reaction SMILES: [C:27](=[O:28])([O-:29])[O-:30].[Cu:33].[I:18][c:19]1[cH:20][c:21]([O:25][CH3:26])[cH:22][cH:23][cH:24]1.[K+:31].[K+:32].[O-:34][N+:35]([c:36]1[cH:37][cH:38][cH:39][cH:40][cH:41]1)=[O:42].[c:1]1([NH:7][c:8]2[cH:9][c:10]3[cH:11][cH:12][cH:13][cH:14][c:15]3[cH:16][cH:17]2)[cH:2][cH:3][cH:4][cH:5][cH:6]1>>[c:1]1([N:7]([c:8]2[cH:9][c:10]3[cH:11][cH:12][cH:13][cH:14][c:15]3[cH:16][cH:17]2)[c:19]2[cH:20][c:21]([O:25][CH3:26])[cH:22][cH:23][cH:24]2)[cH:2][cH:3][cH:4][cH:5][cH:6]1. The reactants are CS(=O)(=O)OC[C@@H](CSC(C1=CC=CC=C1)(C1=CC=CC=C1)C1=CC=CC=C1)N1C=C2N(C(N(C(C2=C1C1=CC=CC=C1)=O)C)=O)C ((S)-2-(1,3-Dimethyl-2,4-dioxo-5-phenyl-3,4-dihydro-1H-pyrrolo[3,4-d]pyrimidin-6(2H)-yl)-3-(tritylthio)propyl methanesulfonate), CNC (dimethylamine). Run in CN(C)C=O (DMF), CCOC(=O)C (EtOAc). Conditions: temperature 120 celsius. Product: CN(C)C[C@@H](CSC(C1=CC=CC=C1)(C1=CC=CC=C1)C1=CC=CC=C1)N1C=C2N(C(N(C(C2=C1C1=CC=CC=C1)=O)C)=O)C (6-((S)-1-Dimethylaminomethyl-2-tritylsulfanyl-ethyl)-1,3-dimethyl-5-phenyl-1,6-dihydro-pyrrolo[3,4-d]pyrimidine-2,4-dione). As a reaction SMILES: CS(O[CH2:6][C@H:7]([N:29]1[C:37]([C:38]2[CH:43]=[CH:42][CH:41]=[CH:40][CH:39]=2)=[C:36]2[C:31]([N:32]([CH3:47])[C:33](=[O:46])[N:34]([CH3:45])[C:35]2=[O:44])=[CH:30]1)[CH2:8][S:9][C:10]([C:23]1[CH:28]=[CH:27][CH:26]=[CH:25][CH:24]=1)([C:17]1[CH:22]=[CH:21][CH:20]=[CH:19][CH:18]=1)[C:11]1[CH:16]=[CH:15][CH:14]=[CH:13][CH:12]=1)(=O)=O.[CH3:48][NH:49][CH3:50]>CN(C=O)C.CCOC(C)=O>[CH3:48][N:49]([CH2:6][C@H:7]([N:29]1[C:37]([C:38]2[CH:39]=[CH:40][CH:41]=[CH:42][CH:43]=2)=[C:36]2[C:31]([N:32]([CH3:47])[C:33](=[O:46])[N:34]([CH3:45])[C:35]2=[O:44])=[CH:30]1)[CH2:8][S:9][C:10]([C:17]1[CH:18]=[CH:19][CH:20]=[CH:21][CH:22]=1)([C:23]1[CH:24]=[CH:25][CH:26]=[CH:27][CH:28]=1)[C:11]1[CH:16]=[CH:15][CH:14]=[CH:13][CH:12]=1)[CH3:50]. Procedure details: (S)-2-(1,3-Dimethyl-2,4-dioxo-5-phenyl-3,4-dihydro-1H-pyrrolo[3,4-d]pyrimidin-6(2H)-yl)-3-(tritylthio)propyl methanesulfonate (step 3)(1.7 g, 2.55 mmol) was dissolved in DMF (12 mL) and dimethylamine (40% wt. aqueous solution) (1.455 mL, 11.49 mmol) was added. The mixture was heated under microwave irradiation at 120° C. for 15 h. The reaction mixture was diluted with EtOAc and washed with brine (4×). The organic phase was dried over sodium sulphate and evaporated under vacuum. The residue was r...